From a dataset of the Open Reaction Database (ORD), a public repository of structured organic reaction records. describe an organic reaction: reactants, conditions, products, and yield Starting materials: CN1CCC(O)C(c2ccccc2)C1, CCO, Oc1ccccc1F, CCOC(=O)N=NC(=O)OCC, O=C(O)C=CC(=O)O, c1ccc(P(c2ccccc2)c2ccccc2)cc1, c1ccccc1. The product is CN1CCC(Oc2ccccc2F)C(c2ccccc2)C1. As a reaction SMILES: [CH3:13][N:14]1[CH2:15][CH:16]([c:21]2[cH:22][cH:23][cH:24][cH:25][cH:26]2)[CH:17]([OH:20])[CH2:18][CH2:19]1.[CH3:68][CH2:69][OH:70].[F:46][c:47]1[c:48]([OH:53])[cH:49][cH:50][cH:51][cH:52]1.[O:1]=[C:2]([O:3][CH2:4][CH3:5])[N:6]=[N:7][C:8]([O:9][CH2:10][CH3:11])=[O:12].[OH:54][C:55]([CH:56]=[CH:57][C:58](=[O:59])[OH:60])=[O:61].[c:27]1([P:28]([c:29]2[cH:30][cH:31][cH:32][cH:33][cH:34]2)[c:35]2[cH:36][cH:37][cH:38][cH:39][cH:40]2)[cH:41][cH:42][cH:43][cH:44][cH:45]1.[cH:62]1[cH:63][cH:64][cH:65][cH:66][cH:67]1>>[CH3:13][N:14]1[CH2:15][CH:16]([c:21]2[cH:22][cH:23][cH:24][cH:25][cH:26]2)[CH:17]([O:20][c:48]2[c:47]([F:46])[cH:52][cH:51][cH:50][cH:49]2)[CH2:18][CH2:19]1. The reactants are ClC=1C=CC(=NC1)NC(=O)C1=C(C=CC(=C1)Cl)NC(=O)C1=CC=C(C=C1)S(=O)(=N)C (S-[4-(N-{2-[N-(5-chloro(2-pyridyl))carbamoyl]-4-chlorophenyl}carbamoyl)phenyl]-S-methyl sulfoximide), [H-].[Na+] (Sodium hydride), ICC(=O)N (iodoacetamide). Run in CN(C)C=O (DMF). Reaction conditions: temperature 42.5 celsius, time 3 hour. The product is ClC=1C=CC(=NC1)NC(=O)C1=C(C=CC(=C1)Cl)NC(=O)C1=CC=C(C=C1)S(=O)(=NCC(N)=O)C (S-[4-(N-{2-[N-(5-chloro(2-pyridyl))carbamoyl]-4-chlorophenyl}carbamoyl)phenyl]-S-methyl-N-(carbamoylmethyl)sulfoximide). Yield: 16.0%. RXN SMILES: [Cl:1][C:2]1[CH:3]=[CH:4][C:5]([NH:8][C:9]([C:11]2[CH:16]=[C:15]([Cl:17])[CH:14]=[CH:13][C:12]=2[NH:18][C:19]([C:21]2[CH:26]=[CH:25][C:24]([S:27]([CH3:30])(=[NH:29])=[O:28])=[CH:23][CH:22]=2)=[O:20])=[O:10])=[N:6][CH:7]=1.[H-].[Na+].I[CH2:34][C:35]([NH2:37])=[O:36]>CN(C=O)C>[Cl:1][C:2]1[CH:3]=[CH:4][C:5]([NH:8][C:9]([C:11]2[CH:16]=[C:15]([Cl:17])[CH:14]=[CH:13][C:12]=2[NH:18][C:19]([C:21]2[CH:26]=[CH:25][C:24]([S:27]([CH3:30])(=[N:29][CH2:34][C:35](=[O:36])[NH2:37])=[O:28])=[CH:23][CH:22]=2)=[O:20])=[O:10])=[N:6][CH:7]=1 |f:1.2|. Procedure details: To a stirring solution of S-[4-(N-{2-[N-(5-chloro(2-pyridyl))carbamoyl]-4-chlorophenyl}carbamoyl)phenyl]-S-methyl sulfoximide (500 mg, 0.00108 mol) in DMF(2.5 mL) was added Sodium hydride (170 mg, 0.0036mol) at 25-30° C. under nitrogen atmosphere. Reaction mixture was stirred at 40-45° C. for 3 hr. Reaction mixture was cooled to 0-5° C. and to this was added iodoacetamide (240 mg, 0.0013 mol) and stirred for 12 hr at 25-30° C. Subsequent work up and column purification (100-200 mesh silica gel, ... The reactants are CS(C)=O, CC(O)(CNC(=O)c1nc(-c2ccc(Cl)cc2)c(Br)nc1C(F)(F)F)C1CC1, [O-]CC1CC1. Product: CC(O)(CNC(=O)c1nc(-c2ccc(Cl)cc2)c(OCC2CC2)nc1C(F)(F)F)C1CC1. RXN SMILES: [CH3:34][S:35]([CH3:36])=[O:37].[CH:1]1([C:4]([CH2:5][NH:6][C:7](=[O:8])[c:9]2[n:10][c:11](-[c:20]3[cH:21][cH:22][c:23]([Cl:26])[cH:24][cH:25]3)[c:12]([Br:19])[n:13][c:14]2[C:15]([F:16])([F:17])[F:18])([CH3:27])[OH:28])[CH2:2][CH2:3]1.[CH:29]1([CH2:32][O-:33])[CH2:30][CH2:31]1>>[CH:1]1([C:4]([CH2:5][NH:6][C:7](=[O:8])[c:9]2[n:10][c:11](-[c:20]3[cH:21][cH:22][c:23]([Cl:26])[cH:24][cH:25]3)[c:12]([O:33][CH2:32][CH:29]3[CH2:30][CH2:31]3)[n:13][c:14]2[C:15]([F:16])([F:17])[F:18])([CH3:27])[OH:28])[CH2:2][CH2:3]1. Starting materials: N[C@@H]1CN(C[C@H]1OC)CC1=CC=CC=C1 (Trans-3-amino-1-benzyl-4-methoxypyrrolidine), C([C@H](O)[C@@H](O)C(=O)O)(=O)O (L-tartaric acid). The solvent is CO (methanol). Conditions: time 7 hour. The product is C(=O)(O)[C@H](O)[C@@H](O)C(=O)O.N[C@@H]1CN(C[C@H]1OC)CC1=CC=CC=C1 (trans-3-amino-1-benzyl-4-methoxypyrrolidine L-tartrate). Isolated yield 36.4%. Reaction SMILES: [NH2:1][C@H:2]1[C@H:6]([O:7][CH3:8])[CH2:5][N:4]([CH2:9][C:10]2[CH:15]=[CH:14][CH:13]=[CH:12][CH:11]=2)[CH2:3]1.[C:16]([OH:25])(=[O:24])[C@@H:17]([C@H:19]([C:21]([OH:23])=[O:22])[OH:20])[OH:18]>CO>[C:21]([C@@H:19]([C@H:17]([C:16]([OH:25])=[O:24])[OH:18])[OH:20])([OH:23])=[O:22].[NH2:1][C@H:2]1[C@H:6]([O:7][CH3:8])[CH2:5][N:4]([CH2:9][C:10]2[CH:15]=[CH:14][CH:13]=[CH:12][CH:11]=2)[CH2:3]1 |f:3.4|. Procedure details: Trans-3-amino-1-benzyl-4-methoxypyrrolidine (racemic; 22.4 g) disclosed in Japanese Laid-open Patent Publication No. 69474/1990 and 19.6 g of L-tartaric acid were dissolved in methanol (350 ml), and the resulting solution was left still at room temperature for 7 hours. Precipitated L-tartrate was taken by filtration, and then, was subjected to recrystallization with methanol and water, and thus, there was obtained trans-3-amino-1-benzyl-4-methoxypyrrolidine L-tartrate (14.1 g) having the followi... Starting materials: O (water), BrCC(=O)OCC (ethyl bromoacetate), C(#N)C=1C=C(C=CC1N1CCC(CC1)O[Si](C)(C)C(C)(C)C)NC(=O)C=1C(=NN(C1)C1=CC=C(C=C1)F)C (N-(3-Cyano-4-(4-tert-butyldimethylsilyloxypiperidin-1-yl)phenyl)-1-(4-fluorophenyl)-3-methylpyrazole-4-carboxamide), [H-].[Na+] (sodium hydride). Run in CN(C=O)C (Dimethylformamide), CN(C=O)C (dimethylformamide). Product: C(#N)C=1C=C(C=CC1N1CCC(CC1)O)N(CC(=O)O)C(=O)C=1C(=NN(C1)C1=CC=C(C=C1)F)C (N-[3-Cyano-4-(4-hydroxypiperidin-1-yl)phenyl]-N-[1-(4-fluorophenyl)-3-methylpyrazol-4-ylcarbonyl]glycine). Isolated yield 10.6%. As a reaction SMILES: [C:1]([C:3]1[CH:4]=[C:5]([NH:23][C:24]([C:26]2[C:27]([CH3:38])=[N:28][N:29]([C:31]3[CH:36]=[CH:35][C:34]([F:37])=[CH:33][CH:32]=3)[CH:30]=2)=[O:25])[CH:6]=[CH:7][C:8]=1[N:9]1[CH2:14][CH2:13][CH:12]([O:15][Si](C(C)(C)C)(C)C)[CH2:11][CH2:10]1)#[N:2].[H-].[Na+].Br[CH2:42][C:43]([O:45]CC)=[O:44].O>CN(C)C=O>[C:1]([C:3]1[CH:4]=[C:5]([N:23]([C:24]([C:26]2[C:27]([CH3:38])=[N:28][N:29]([C:31]3[CH:36]=[CH:35][C:34]([F:37])=[CH:33][CH:32]=3)[CH:30]=2)=[O:25])[CH2:42][C:43]([OH:45])=[O:44])[CH:6]=[CH:7][C:8]=1[N:9]1[CH2:10][CH2:11][CH:12]([OH:15])[CH2:13][CH2:14]1)#[N:2] |f:1.2|. Procedure details: N-(3-Cyano-4-(4-tert-butyldimethylsilyloxypiperidin-1-yl)phenyl)-1-(4-fluorophenyl)-3-methylpyrazole-4-carboxamide (2.1 g) and sodium hydride (60% content, 0.2 g) were reacted in dimethylformamide (30 ml) under ice-cooling for 1 h. Dimethylformamide solution (10 ml) containing ethyl bromoacetate (1.0 g) was added and the mixture was stirred under ice-cooling for 1 h and, after allowed to warm to room temperature, stirred for another 1 h. The reaction mixture was added into water and extracted wi... The reactants are ClC1=NC2=C(C=CC=C2C(=N1)N1C(C2=CC=CC=C2CC1)C)OC (2-Chloro-8-Methoxy-4-(1-Methyl-1,2,3,4-Tetrahydroisoquinoline-2-Yl)Quinazoline), FC1=CC=C(N)C=C1 (4-fluoroaniline). Run in CN(C=O)C (dimethyl-formamide). The product is Cl.COC=1C=CC=C2C(=NC(=NC12)NC1=CC=C(C=C1)F)N1C(C2=CC=CC=C2CC1)C (8-Methoxy-2-(4-Fluorophenyl-Amino)-4-(1-Methyl-1,2,3,4-Tetrahydroisoquinoline-2-Yl) Quinazoline Hydrochloride). Isolated yield 49.0%. RXN SMILES: [Cl:1][C:2]1[N:11]=[C:10]([N:12]2[CH2:21][CH2:20][C:19]3[C:14](=[CH:15][CH:16]=[CH:17][CH:18]=3)[CH:13]2[CH3:22])[C:9]2[C:4](=[C:5]([O:23][CH3:24])[CH:6]=[CH:7][CH:8]=2)[N:3]=1.[F:25][C:26]1[CH:32]=[CH:31][C:29]([NH2:30])=[CH:28][CH:27]=1>CN(C)C=O>[ClH:1].[CH3:24][O:23][C:5]1[CH:6]=[CH:7][CH:8]=[C:9]2[C:4]=1[N:3]=[C:2]([NH:30][C:29]1[CH:31]=[CH:32][C:26]([F:25])=[CH:27][CH:28]=1)[N:11]=[C:10]2[N:12]1[CH2:21][CH2:20][C:19]2[C:14](=[CH:15][CH:16]=[CH:17][CH:18]=2)[CH:13]1[CH3:22] |f:3.4|. Reported procedure: In accordance with the same procedures as in Example 18, except that to a mixture of 1.50 g of the compound (4.41 mM) prepared in Example 5 and 15 ml of dimethyl-formamide, 0.88 ml of 4-fluoroaniline(9.27 mM) was added, 0.97 g of the title compound was prepared. The reactants are COC(=O)CCc1nc(-c2cccc(NC(=O)OC(C)(C)C)c2)no1, C1CCOC1, CO, [Li+], [OH-], O. Product: CC(C)(C)OC(=O)Nc1cccc(-c2noc(CCC(=O)O)n2)c1. RXN SMILES: [C:1]([CH3:2])([CH3:3])([CH3:4])[O:5][C:6](=[O:7])[NH:8][c:9]1[cH:10][c:11](-[c:15]2[n:16][o:17][c:18]([CH2:20][CH2:21][C:22](=[O:23])[O:24][CH3:25])[n:19]2)[cH:12][cH:13][cH:14]1.[CH2:31]1[O:32][CH2:33][CH2:34][CH2:35]1.[CH3:28][OH:29].[Li+:26].[OH-:27].[OH2:30]>>[C:1]([CH3:2])([CH3:3])([CH3:4])[O:5][C:6](=[O:7])[NH:8][c:9]1[cH:10][c:11](-[c:15]2[n:16][o:17][c:18]([CH2:20][CH2:21][C:22](=[O:23])[OH:24])[n:19]2)[cH:12][cH:13][cH:14]1. Reactants: CC1(OCCO1)C1=CC=C(O1)CN1N=CC(=C1)N (1-[5-(2-methyl-[1,3]dioxolan-2-yl)-furan-2-ylmethyl]-1H-pyrazol-4-ylamine), COC1=C(C=CC=C1OC)/C=C/C(=O)O ((E)-3-(2,3-dimethoxy-phenyl)-acrylic acid). Product: C(C)(=O)C1=CC=C(O1)CN1N=CC(=C1)NC(\C=C\C1=C(C(=CC=C1)OC)OC)=O ((E)-N-[1-(5-Acetyl-furan-2-ylmethyl)-1H-pyrazol-4-yl]-3-(2,3-dimethoxy-phenyl)-acrylamide). Reaction SMILES: [CH3:1][C:2]1([C:7]2[O:11][C:10]([CH2:12][N:13]3[CH:17]=[C:16]([NH2:18])[CH:15]=[N:14]3)=[CH:9][CH:8]=2)[O:6]CCO1.[CH3:19][O:20][C:21]1[C:26]([O:27][CH3:28])=[CH:25][CH:24]=[CH:23][C:22]=1/[CH:29]=[CH:30]/[C:31](O)=[O:32]>>[C:2]([C:7]1[O:11][C:10]([CH2:12][N:13]2[CH:17]=[C:16]([NH:18][C:31](=[O:32])/[CH:30]=[CH:29]/[C:22]3[CH:23]=[CH:24][CH:25]=[C:26]([O:27][CH3:28])[C:21]=3[O:20][CH3:19])[CH:15]=[N:14]2)=[CH:9][CH:8]=1)(=[O:6])[CH3:1]. Reported procedure: Following general procedure B followed by either C or D, starting from 1-[5-(2-methyl-[1,3]dioxolan-2-yl)-furan-2-ylmethyl]-1H-pyrazol-4-ylamine and (E)-3-(2,3-dimethoxy-phenyl)-acrylic acid. Reactants: O (water), [H-].[Na+] (sodium hydride), ClC1=CC2=C(NC(N2C2=CC=CC=C2)=O)C=C1 (5-chloro-1,3-dihydro-3-phenyl-2H-benzimidazol-2-one), COC=1C=C(C=CC1OC)S(=O)(=O)Cl (3,4-dimethoxybenzenesulfonyl chloride). The solvent is CN(C)C=O (DMF). Run at time 30 minute. The product is ClC1=CC2=C(N(C(N2C2=CC=CC=C2)=O)S(=O)(=O)C2=CC(=C(C=C2)OC)OC)C=C1 (5-Chloro-1,3-dihydro-1-(3,4-dimethoxybenzenesulfonyl)-3-phenyl-2H-benzimidazol-2-one). As a reaction SMILES: [H-].[Na+].[Cl:3][C:4]1[CH:19]=[CH:18][C:7]2[NH:8][C:9](=[O:17])[N:10]([C:11]3[CH:16]=[CH:15][CH:14]=[CH:13][CH:12]=3)[C:6]=2[CH:5]=1.[CH3:20][O:21][C:22]1[CH:23]=[C:24]([S:30](Cl)(=[O:32])=[O:31])[CH:25]=[CH:26][C:27]=1[O:28][CH3:29].O>CN(C=O)C>[Cl:3][C:4]1[CH:19]=[CH:18][C:7]2[N:8]([S:30]([C:24]3[CH:25]=[CH:26][C:27]([O:28][CH3:29])=[C:22]([O:21][CH3:20])[CH:23]=3)(=[O:32])=[O:31])[C:9](=[O:17])[N:10]([C:11]3[CH:16]=[CH:15][CH:14]=[CH:13][CH:12]=3)[C:6]=2[CH:5]=1 |f:0.1|. Reported procedure: 66 mg of sodium hydride as an 80% dispersion in oil were added in portions to a solution of 490 mg of 5-chloro-1,3-dihydro-3-phenyl-2H-benzimidazol-2-one in 5 ml of DMF and the reaction medium was stirred for 30 minutes. 520 mg of 3,4-dimethoxybenzenesulfonyl chloride were then introduced and the reaction medium was stirred overnight at room temperature. The solvent was then evaporated off under vacuum and the residue obtained was taken up with water. It was then extracted with DCM, washed with ... The reactants are mixture, CC(CC=O)=C (3-methyl-but-3-en-1-al), CC(=CC=O)C (3-methyl-but-2-en-1-al), CC(=CCO)C (3-methyl-but-2-en-1-ol), [N+](=O)(O)[O-] (nitric acid), aldehyde. Solvent: O (water), O (water). Conditions: time 16 hour. The product is CC(=CCOCC=C(C)C)C (di-(3-methyl-but-2-en-1-yl)-ether). Reaction SMILES: [CH3:1][C:2](=[CH2:6])[CH2:3][CH:4]=[O:5].[CH3:7][C:8]([CH3:12])=[CH:9][CH:10]=O.CC(C)=CCO.[N+]([O-])(O)=O>O>[CH3:6][C:2]([CH3:1])=[CH:3][CH2:4][O:5][CH2:10][CH:9]=[C:8]([CH3:12])[CH3:7]. Reported procedure: 700 g of a mixture containing 90.2% by weight of 3-methyl-but-3-en-1-al and 5.3% by weight of 3-methyl-but-2-en-1-al, 2,780 g of 3-methyl-but-2-en-1-ol and 6 g of 51% strength aqueous nitric acid are boiled under 100 mm Hg in a 4 liter flask surmounted by a packed column (filled with 5 mm Raschig rings). The bottom temperature assumes a value of from 86 to 93° C. The column has a diameter of 45 mm and has 30 theoretical plates. The water formed in the reaction is taken off at the top of the colu...